Dataset: the Open Reaction Database (ORD), a public repository of structured organic reaction records. Task: describe an organic reaction: reactants, conditions, products, and yield Starting materials: [BH3-]C#N, CO, CC(=O)O, [Na+], CCOC(=O)CCCCCCN1C(=O)SCC1C=CC(=O)Cc1ccccc1. The product is CCOC(=O)CCCCCCN1C(=O)SCC1C=CC(O)Cc1ccccc1. Reaction SMILES: [C:31]([BH3-:32])#[N:33].[CH3:29][OH:30].[CH3:35][C:36](=[O:37])[OH:38].[Na+:34].[O:1]=[C:2]1[S:3][CH2:4][CH:5]([CH:18]=[CH:19][C:20]([CH2:21][c:22]2[cH:23][cH:24][cH:25][cH:26][cH:27]2)=[O:28])[N:6]1[CH2:7][CH2:8][CH2:9][CH2:10][CH2:11][CH2:12][C:13](=[O:14])[O:15][CH2:16][CH3:17]>>[O:1]=[C:2]1[S:3][CH2:4][CH:5]([CH:18]=[CH:19][CH:20]([CH2:21][c:22]2[cH:23][cH:24][cH:25][cH:26][cH:27]2)[OH:28])[N:6]1[CH2:7][CH2:8][CH2:9][CH2:10][CH2:11][CH2:12][C:13](=[O:14])[O:15][CH2:16][CH3:17]. Reactants: CC1(OCCO1)C1=CC=C(S1)CN1N=CC(=C1)N (1-[5-(2-methyl-[1,3]dioxolan-2-yl)-thiophen-2-ylmethyl]-1H-pyrazol-4-ylamine), CC=1SC(=C(N1)C(=O)O)C=1C=C(C=CC1)C (2-methyl-5-m-tolyl-thiazole-4-carboxylic acid), 05c. Product: C(C)(=O)C1=CC=C(S1)CN1N=CC(=C1)NC(=O)C=1N=C(SC1C=1C=C(C=CC1)C)C (2-Methyl-5-m-tolyl-thiazole-4-carboxylic acid [1-(5-acetyl-thiophen-2-ylmethyl)-1H-pyrazol-4-yl]-amide). As a reaction SMILES: [CH3:1][C:2]1([C:7]2[S:11][C:10]([CH2:12][N:13]3[CH:17]=[C:16]([NH2:18])[CH:15]=[N:14]3)=[CH:9][CH:8]=2)[O:6]CCO1.[CH3:19][C:20]1[S:21][C:22]([C:28]2[CH:29]=[C:30]([CH3:34])[CH:31]=[CH:32][CH:33]=2)=[C:23]([C:25](O)=[O:26])[N:24]=1>>[C:2]([C:7]1[S:11][C:10]([CH2:12][N:13]2[CH:17]=[C:16]([NH:18][C:25]([C:23]3[N:24]=[C:20]([CH3:19])[S:21][C:22]=3[C:28]3[CH:29]=[C:30]([CH3:34])[CH:31]=[CH:32][CH:33]=3)=[O:26])[CH:15]=[N:14]2)=[CH:9][CH:8]=1)(=[O:6])[CH3:1]. Procedure details: Following general procedure X followed by C, starting from 1-[5-(2-methyl-[1,3]dioxolan-2-yl)-thiophen-2-ylmethyl]-1H-pyrazol-4-ylamine and 2-methyl-5-m-tolyl-thiazole-4-carboxylic acid. LC-MS-conditions 05c: tR=0.75 min; [M+H]+=437.22. Starting materials: CS(=O)(=O)Cl (Methanesulphonyl chloride), CC=1C=C(C=C2C=CC(NC12)=O)C1=CC=C(C=C1)N (8-methyl-6-(4-aminophenyl)-2-(1H)-quinolone). The solvent is N1=CC=CC=C1 (pyridine). The product is CC=1C=C(C=C2C=CC(NC12)=O)C1=CC=C(C=C1)NS(=O)(=O)C (8-Methyl-6-(4-methylsulphonamidophenyl)-2-(1H)-quinolone). RXN SMILES: [CH3:1][S:2](Cl)(=[O:4])=[O:3].[CH3:6][C:7]1[CH:8]=[C:9]([C:18]2[CH:23]=[CH:22][C:21]([NH2:24])=[CH:20][CH:19]=2)[CH:10]=[C:11]2[C:16]=1[NH:15][C:14](=[O:17])[CH:13]=[CH:12]2>N1C=CC=CC=1>[CH3:6][C:7]1[CH:8]=[C:9]([C:18]2[CH:23]=[CH:22][C:21]([NH:24][S:2]([CH3:1])(=[O:4])=[O:3])=[CH:20][CH:19]=2)[CH:10]=[C:11]2[C:16]=1[NH:15][C:14](=[O:17])[CH:13]=[CH:12]2. Procedure details: Methanesulphonyl chloride (0.15 cm3) was added dropwise to a stirred solution of 8-methyl-6-(4-aminophenyl)-2-(1H)-quinolone (0.47 g) (see Example 13) in pyridine (3 cm3) at room temperature. After 0.5 hours volatile material was removed in in vacuo and the residue was partitioned between water (50 cm3) and dichloromethane:methanol, 4:1 (50 cm3). The insoluble material was filtered off, washed with methanol (10 cm3) and dried to afford the title compound, m.p. 340°-343° (0.45 g). Starting materials: CC(=O)O[BH-](OC(C)=O)OC(C)=O, CC(C)N, ClCCCl, O=CCC1(O)CN(C(=O)c2ccc(F)c(F)c2Nc2ccc(I)cc2F)C1, [Na+]. Yields the product CC(C)NCCC1(O)CN(C(=O)c2ccc(F)c(F)c2Nc2ccc(I)cc2F)C1. As a reaction SMILES: [C:32]([O:33][BH-:34]([O:35][C:36](=[O:37])[CH3:38])[O:39][C:40](=[O:41])[CH3:42])(=[O:43])[CH3:44].[CH3:28][CH:29]([CH3:30])[NH2:31].[Cl:46][CH2:47][CH2:48][Cl:49].[F:1][c:2]1[c:3]([NH:19][c:20]2[c:21]([F:27])[cH:22][c:23]([I:26])[cH:24][cH:25]2)[c:4]([C:9](=[O:10])[N:11]2[CH2:12][C:13]([OH:15])([CH2:16][CH:17]=[O:18])[CH2:14]2)[cH:5][cH:6][c:7]1[F:8].[Na+:45]>>[F:1][c:2]1[c:3]([NH:19][c:20]2[c:21]([F:27])[cH:22][c:23]([I:26])[cH:24][cH:25]2)[c:4]([C:9](=[O:10])[N:11]2[CH2:12][C:13]([OH:15])([CH2:16][CH2:17][NH:31][CH:29]([CH3:28])[CH3:30])[CH2:14]2)[cH:5][cH:6][c:7]1[F:8]. The reactants are Cl (HCl), [Li+].[OH-] (LiOH), O (water), ClC1=CC=C(C=C1)NC(C(CC1=CC=C(C(=O)OC)C=C1)N1CCN(CC1)C)=O (Methyl 4-[3-[(4-chlorophenyl)amino]-2-(4-methylpiperazin-1-yl)-3-oxopropyl]benzoate), [Li+].[Cl-] (LiCl), solid, C=1(C(=CC=CC1)N)N (benzene-1,2-diamine), CCN=C=NCCCN(C)C (EDCI), C=1C=CC2=C(C1)N=NN2O (HOBt). Solvent: C(Cl)Cl (CH2Cl2), CO (methanol), C1CCOC1 (THF), CN(C)C=O (DMF). Reaction conditions: time 8 hour. Yields the product NC1=C(C=CC=C1)NC(C1=CC=C(C=C1)CC(C(=O)NC1=CC=C(C=C1)Cl)N1CCN(CC1)C)=O (N-(2-aminophenyl)-4-[3-[(4-chlorophenyl)amino]-2-(4-methylpiperazin-1-yl)-3-oxopropyl]benzamide). Reaction SMILES: [Cl:1][C:2]1[CH:7]=[CH:6][C:5]([NH:8][C:9](=[O:29])[CH:10]([N:22]2[CH2:27][CH2:26][N:25]([CH3:28])[CH2:24][CH2:23]2)[CH2:11][C:12]2[CH:21]=[CH:20][C:15]([C:16]([O:18]C)=O)=[CH:14][CH:13]=2)=[CH:4][CH:3]=1.[Li+].[OH-].O.Cl.[Li+].[Cl-].[C:36]1([NH2:43])[C:37]([NH2:42])=[CH:38][CH:39]=[CH:40][CH:41]=1.CCN=C=NCCCN(C)C.C1C=CC2N(O)N=NC=2C=1>C1COCC1.CO.CN(C=O)C.C(Cl)Cl>[NH2:42][C:37]1[CH:38]=[CH:39][CH:40]=[CH:41][C:36]=1[NH:43][C:16](=[O:18])[C:15]1[CH:14]=[CH:13][C:12]([CH2:11][CH:10]([N:22]2[CH2:27][CH2:26][N:25]([CH3:28])[CH2:24][CH2:23]2)[C:9]([NH:8][C:5]2[CH:6]=[CH:7][C:2]([Cl:1])=[CH:3][CH:4]=2)=[O:29])=[CH:21][CH:20]=1 |f:1.2,5.6|. Reported procedure: The compound from Step A above (68.9 mg, 0.166 mmol) was dissolved in THF (1 mL) and methanol (0.2 mL). To this solution, was added LiOH solution in water (22.3 mg, 0.931 mmol/0.4 mL H2O). The resulting solution was stirred at room temperature for 8 hours to give 100% conversion, then neutralized with HCl (conc., 77 μL). The solvent was evaporated to afford white solid, which included the acid and small amount of LiCl. The white solid (66.5 mg), benzene-1,2-diamine (26.9 mg, 0.249 mmol), EDCI (4...